This data is from the Open Reaction Database (ORD), a public repository of structured organic reaction records. The task is: describe an organic reaction: reactants, conditions, products, and yield Reactants: CC1COC(=O)C1, COC(=O)c1cc(C)cc(C)c1, Cl, [Na+], [OH-]. Yields the product Cc1cc(C)cc(C(=O)C2C(=O)OCC2C)c1. RXN SMILES: [CH3:16][CH:17]1[CH2:18][C:19](=[O:22])[O:20][CH2:21]1.[CH3:1][O:2][C:3]([c:4]1[cH:5][c:6]([CH3:11])[cH:7][c:8]([CH3:10])[cH:9]1)=[O:12].[ClH:15].[Na+:14].[OH-:13]>>[C:3]([c:4]1[cH:5][c:6]([CH3:11])[cH:7][c:8]([CH3:10])[cH:9]1)(=[O:12])[CH:18]1[CH:17]([CH3:16])[CH2:21][O:20][C:19]1=[O:22].